From a dataset of the Open Reaction Database (ORD), a public repository of structured organic reaction records. describe an organic reaction: reactants, conditions, products, and yield The reactants are Cl.O1CCN(CC1)CCCl (2-morpholinoethylchloride hydrochloride), NCCO (2-aminoethanol), [Cl-].[Na+] (sodium chloride). The solvent is O (water). Run at temperature 140 celsius, time 5 hour. Product: O1CCN(CC1)CCNCCO (2-(2-morpholinoethylamino)ethanol). Yield: 16.3%. Reaction SMILES: Cl.[O:2]1[CH2:7][CH2:6][N:5]([CH2:8][CH2:9]Cl)[CH2:4][CH2:3]1.[NH2:11][CH2:12][CH2:13][OH:14].[Cl-].[Na+]>O>[O:2]1[CH2:7][CH2:6][N:5]([CH2:8][CH2:9][NH:11][CH2:12][CH2:13][OH:14])[CH2:4][CH2:3]1 |f:0.1,3.4|. Reported procedure: A mixture of 2-morpholinoethylchloride hydrochloride (23 g, 0.12 mol) and 2-aminoethanol (22 mL, 0.36 mol) was stirred at 140° C. for 5 hours. After the reaction mixture was cooled to room temperature, water (0.10 L) was added thereto. The resulting aqueous solution was saturated with sodium chloride and extracted with chloroform (100 mL×6). The organic layer was dried over anhydrous sodium sulfate and then concentrated under reduced pressure. The resulting residue was distilled to obtain 2-(2-m... The reactants are C(C)OC(=O)C=1SC=C(C1)C (4-Methyl-2-thiophenecarboxylic acid ethyl ester), S(=O)(=O)(Cl)Cl (sulfuryl chloride), S(=S)(=O)([O-])[O-].[Na+].[Na+] (sodium thiosulfate). Run in C(C)#N (acetonitrile), C(C)#N (acetonitrile). Reaction conditions: time 30 minute. Yields the product C(C)OC(=O)C=1SC(=C(C1)C)Cl (5-chloro-4-methyl-2-thiophenecarboxylic acid ethyl ester). RXN SMILES: [CH2:1]([O:3][C:4]([C:6]1[S:7][CH:8]=[C:9]([CH3:11])[CH:10]=1)=[O:5])[CH3:2].S(Cl)([Cl:15])(=O)=O.S([O-])([O-])(=O)=S.[Na+].[Na+]>C(#N)C>[CH2:1]([O:3][C:4]([C:6]1[S:7][C:8]([Cl:15])=[C:9]([CH3:11])[CH:10]=1)=[O:5])[CH3:2] |f:2.3.4|. Procedure details: 4-Methyl-2-thiophenecarboxylic acid ethyl ester (3.4 g) synthesized in accordance with the method of Reference Example 140 was dissolved in acetonitrile (30 ml), and sulfuryl chloride (2.4 ml) in acetonitrile (20 ml) was added dropwise. The mixture was stirred at room-temperature for 30 minutes, and 10% aqueous sodium thiosulfate (100 ml) was added. The mixture was stirred at room temperature for 2 hours and extracted with diethyl ether. The extract was washed with saturated aqueous sodium chlor... Starting materials: FC(C)(F)C1=CC=C(O1)CN1N=C(C=C1)N (1-[5-(1,1-difluoro-ethyl)-furan-2-ylmethyl]-1H-pyrazol-3-ylamine), COC1=CC=C(C=C1)C1=C(N=CO1)C(=O)O (5-(4-methoxy-phenyl)-oxazole-4-carboxylic acid), 05b. Yields the product FC(C)(F)C1=CC=C(O1)CN1N=C(C=C1)NC(=O)C=1N=COC1C1=CC=C(C=C1)OC (5-(4-Methoxy-phenyl)-oxazole-4-carboxylic acid {1-[5-(1,1-difluoro-ethyl)-furan-2-ylmethyl]-1H-pyrazol-3-yl}-amide). RXN SMILES: [F:1][C:2]([C:5]1[O:9][C:8]([CH2:10][N:11]2[CH:15]=[CH:14][C:13]([NH2:16])=[N:12]2)=[CH:7][CH:6]=1)([F:4])[CH3:3].[CH3:17][O:18][C:19]1[CH:24]=[CH:23][C:22]([C:25]2[O:29][CH:28]=[N:27][C:26]=2[C:30](O)=[O:31])=[CH:21][CH:20]=1>>[F:4][C:2]([C:5]1[O:9][C:8]([CH2:10][N:11]2[CH:15]=[CH:14][C:13]([NH:16][C:30]([C:26]3[N:27]=[CH:28][O:29][C:25]=3[C:22]3[CH:23]=[CH:24][C:19]([O:18][CH3:17])=[CH:20][CH:21]=3)=[O:31])=[N:12]2)=[CH:7][CH:6]=1)([F:1])[CH3:3]. Procedure details: Following general procedure B, starting from 1-[5-(1,1-difluoro-ethyl)-furan-2-ylmethyl]-1H-pyrazol-3-ylamine and 5-(4-methoxy-phenyl)-oxazole-4-carboxylic acid. LC-MS-conditions 05b: tR=1.15 min; [M+H]+=429.03. Reactants: C(C)(=O)C1=C(C(=C(OCCCCCSCC2SC(OC2)(CCC(=O)OCC)CCC(=O)OCC)C=C1)CCC)O (Diethyl 4-[[[5-(4-acetyl-3-hydroxy-2-propylphenoxy)pentyl]thio]methyl]-1,3-oxathiolane-2,2-dipropanoate), [OH-].[Li+] (lithium hydroxide). Yields the product C(C)(=O)C1=C(C(=C(OCCCCCSCC2SC(OC2)(CCC(=O)O)CCC(=O)O)C=C1)CCC)O (4-[[[5-(4-Acetyl-3-hydroxy-2-propylphenoxy)pentyl]thio]methyl]-1,3-oxathiolane-2,2-dipropanoic acid), product. Isolated yield 96.0%. RXN SMILES: [C:1]([C:4]1[CH:36]=[CH:35][C:7]([O:8][CH2:9][CH2:10][CH2:11][CH2:12][CH2:13][S:14][CH2:15][CH:16]2[CH2:20][O:19][C:18]([CH2:28][CH2:29][C:30]([O:32]CC)=[O:31])([CH2:21][CH2:22][C:23]([O:25]CC)=[O:24])[S:17]2)=[C:6]([CH2:37][CH2:38][CH3:39])[C:5]=1[OH:40])(=[O:3])[CH3:2].[OH-].[Li+]>>[C:1]([C:4]1[CH:36]=[CH:35][C:7]([O:8][CH2:9][CH2:10][CH2:11][CH2:12][CH2:13][S:14][CH2:15][CH:16]2[CH2:20][O:19][C:18]([CH2:28][CH2:29][C:30]([OH:32])=[O:31])([CH2:21][CH2:22][C:23]([OH:25])=[O:24])[S:17]2)=[C:6]([CH2:37][CH2:38][CH3:39])[C:5]=1[OH:40])(=[O:3])[CH3:2] |f:1.2|. Reported procedure: The title compound was prepared according to the procedure of Example 3 using the ester produced in Example 4 (1.0 g, 0.0016 mol) and aqueous lithium hydroxide solution (2 M, 3.0 ml). Following the workup procedure of Example 3, 0.99 g (96%) of the product was obtained as a colorless oil.